This data is from the Open Reaction Database (ORD), a public repository of structured organic reaction records. The task is: describe an organic reaction: reactants, conditions, products, and yield Starting materials: O=C(CC(C(=O)OCC)C=O)CCCCCCCCCCCCCC (ethyl γ-keto-α-formyloctadecanoate), N (ammonia). The product is C(CCCCCCCCCCCCC)C1=CC(=CN1)C(=O)OCC (ethyl 5-tetradecylpyrrole-3-carboxylate). The yield is 90.0%. As a reaction SMILES: O=[C:2]([CH2:12][CH2:13][CH2:14][CH2:15][CH2:16][CH2:17][CH2:18][CH2:19][CH2:20][CH2:21][CH2:22][CH2:23][CH2:24][CH3:25])[CH2:3][CH:4]([CH:10]=O)[C:5]([O:7][CH2:8][CH3:9])=[O:6].[NH3:26]>>[CH2:12]([C:2]1[NH:26][CH:10]=[C:4]([C:5]([O:7][CH2:8][CH3:9])=[O:6])[CH:3]=1)[CH2:13][CH2:14][CH2:15][CH2:16][CH2:17][CH2:18][CH2:19][CH2:20][CH2:21][CH2:22][CH2:23][CH2:24][CH3:25]. Procedure details: To 4.13 g (12 mmol) of the resulting ethyl γ-keto-α-formyloctadecanoate was added 150 ml of an ammonia-saturated ethanol solution and the mixture was then heated under reflux for 14 hours. After removing the solvent under reduced pressure, the residue was purified by subjecting it to silica gel column chromatography (eluent: ethyl acetate/hexane=1/10) to obtain 3.53 g (90% yield) of ethyl 5-tetradecylpyrrole-3-carboxylate, m.p. 59°-62° C. The reactants are CC=1N=C(C=C(C(=O)O)C1)[N+](=O)[O-] (6-methyl-2-nitroisonicotinic acid), C(C)NCC (diethylamine), O=P12OP3(=O)OP(=O)(O1)OP(=O)(O2)O3 (phosphorus pentoxide). Solvent: C(Cl)(Cl)Cl (chloroform). Product: C(C)N(C(C1=CC(=NC(=C1)C)[N+](=O)[O-])=O)CC (N,N-Diethyl 6-methyl-2-nitroisonicotinamide). Reaction SMILES: [CH3:1][C:2]1[N:3]=[C:4]([N+:11]([O-:13])=[O:12])[CH:5]=[C:6]([CH:10]=1)[C:7]([OH:9])=O.[CH2:14]([NH:16][CH2:17][CH3:18])[CH3:15].O=P12OP3(OP(OP(O3)(O1)=O)(=O)O2)=O>C(Cl)(Cl)Cl>[CH2:14]([N:16]([CH2:17][CH3:18])[C:7](=[O:9])[C:6]1[CH:10]=[C:2]([CH3:1])[N:3]=[C:4]([N+:11]([O-:13])=[O:12])[CH:5]=1)[CH3:15]. Procedure details: To a mixture of 1.0 g. of 6-methyl-2-nitroisonicotinic acid, 20 ml. of chloroform and 3 ml. of diethylamine was added 7.0 g. of phosphorus pentoxide with stirring. The resulting mixture was refluxed for 1 hour. After cooling, the chloroform layer was separated and poured into 20 ml. of water. The resulting mixture was neutralized with sodium hydrogencarbonate and the chloroform layer was separated, dried over anhydrous sodium sulfate and the chloroform was distilled off in vacuo. The residual oi... Reagents/catalysts: C=1C=CC(=CC1)[P](C=2C=CC=CC2)(C=3C=CC=CC3)[Pd]([P](C=4C=CC=CC4)(C=5C=CC=CC5)C=6C=CC=CC6)([P](C=7C=CC=CC7)(C=8C=CC=CC8)C=9C=CC=CC9)[P](C=1C=CC=CC1)(C=1C=CC=CC1)C=1C=CC=CC1 (tetrakis(triphenylphosphine)palladium). Product: COC(CN1N=C(N(C1=O)CC1=CC(=CC=C1)F)C1=C(C=C(C=C1)Cl)OC)=O (Methyl[3-(4-chloro-2-methoxyphenyl)-4-(3-fluorobenzyl)-5-oxo-4,5-dihydro-1H-1,2,4-triazol-1-yl]-acetate). The reactants are Cl (hydrochloric acid), COC(CN1N=C(N(C1=O)CC1=CC(=CC=C1)F)Br)=O (Methyl[3-bromo-4-(3-fluorobenzyl)-5-oxo-4,5-dihydro-1H-1,2,4-triazol-1-yl]-acetate), ClC1=CC(=C(C=C1)B(O)O)OC (4-chloro-2-methoxyphenylboronic acid), C([O-])([O-])=O.[Na+].[Na+] (sodium carbonate). Procedure: Under argon, 250 mg (0.73 mmol) of the compound from Example 146A and 190 mg (1.07 mmol) of 4-chloro-2-methoxyphenylboronic acid are dissolved in 7 ml degassed DMF. A previously degassed solution of sodium carbonate (2 N in water, 1.09 ml, 2.18 mmol) and 42 mg of tetrakis(triphenylphosphine)palladium (0.036 mmol) are added. The resulting mixture is heated and stirred for 8 hrs at 90° C. After cooling to RT it is acidified with 10% hydrochloric acid and the mixture filtered. The filtrate is purif... As a reaction SMILES: [CH3:1][O:2][C:3](=[O:20])[CH2:4][N:5]1[C:9](=[O:10])[N:8]([CH2:11][C:12]2[CH:17]=[CH:16][CH:15]=[C:14]([F:18])[CH:13]=2)[C:7](Br)=[N:6]1.[Cl:21][C:22]1[CH:27]=[CH:26][C:25](B(O)O)=[C:24]([O:31][CH3:32])[CH:23]=1.C(=O)([O-])[O-].[Na+].[Na+].Cl>C1C=CC([P]([Pd]([P](C2C=CC=CC=2)(C2C=CC=CC=2)C2C=CC=CC=2)([P](C2C=CC=CC=2)(C2C=CC=CC=2)C2C=CC=CC=2)[P](C2C=CC=CC=2)(C2C=CC=CC=2)C2C=CC=CC=2)(C2C=CC=CC=2)C2C=CC=CC=2)=CC=1>[CH3:1][O:2][C:3](=[O:20])[CH2:4][N:5]1[C:9](=[O:10])[N:8]([CH2:11][C:12]2[CH:17]=[CH:16][CH:15]=[C:14]([F:18])[CH:13]=2)[C:7]([C:25]2[CH:26]=[CH:27][C:22]([Cl:21])=[CH:23][C:24]=2[O:31][CH3:32])=[N:6]1 |f:2.3.4,^1:43,45,64,83|. Reaction conditions: temperature 90 celsius, time 8 hour. Starting materials: BrCC1=CC=CC=2N(C=NC21)C(=O)OC(C)(C)C (t-butyl 4-(bromomethyl)-1H-benzimidazole-1-carboxylate), CN(C)C(C(=O)OCC)C(=O)OCC (diethyl (dimethylamino)-malonate), C(CC)N(CCC)C(C(=O)OCC)C(=O)OCC (diethyl (dipropylamino)malonate). Yields the product CN(C1CN2C3=C(C=CC=C3C1)N=N2)C (5,6-Dihydro-N,N-dimethyl-4H-triazolo(4,5,1-ij)quinolin-5-amine). RXN SMILES: Br[CH2:2][C:3]1[C:11]2[N:10]=[CH:9][N:8](C(OC(C)(C)C)=O)[C:7]=2[CH:6]=[CH:5][CH:4]=1.[CH3:19][N:20]([CH:22](C(OCC)=O)C(OCC)=O)[CH3:21].C([N:36](C(C(OCC)=O)C(OCC)=O)CCC)CC>>[CH3:19][N:20]([CH3:22])[CH:21]1[CH2:2][C:3]2[C:11]3=[C:7]([N:8]=[N:36][N:10]3[CH2:9]1)[CH:6]=[CH:5][CH:4]=2. Reported procedure: This compound was prepared by following the procedure of Example 18, but substituting methyl 4-(bromomethyl)-1H-benzotriazole-1-carboxylate for t-butyl 4-(bromomethyl)-1H-benzimidazole-1-carboxylate and diethyl (dimethylamino)-malonate for diethyl (dipropylamino)malonate. The reactants are C(C)(=O)OC1=CC=C2C(=C(C(C2=C1)=O)Br)C1=CC=C(C=C1)C(F)(F)F (2-Bromo-3-(4-(trifluoromethyl)phenyl)-1-oxo-1H-inden-6-yl acetate), C(C)(=O)OC1=CC=C2C(=C(C(C2=C1)=O)Br)C1=CC=CC=C1 (2-bromo-1-oxo-3-phenyl-1H-inden-6-yl acetate). Reaction conditions: time 7 hour. Yields the product BrC=1C(C2=CC(=CC=C2C1C1=CC=C(C=C1)C(F)(F)F)O)=O (2-Bromo-3-(4-(trifluoromethyl)phenyl)-6-hydroxy-1H-inden-1-one). Yield: 67.0%. As a reaction SMILES: C([O:4][C:5]1[CH:13]=[C:12]2[C:8]([C:9]([C:16]3[CH:21]=[CH:20][C:19]([C:22]([F:25])([F:24])[F:23])=[CH:18][CH:17]=3)=[C:10]([Br:15])[C:11]2=[O:14])=[CH:7][CH:6]=1)(=O)C.C(OC1C=C2C(C(C3C=CC=CC=3)=C(Br)C2=O)=CC=1)(=O)C>>[Br:15][C:10]1[C:11](=[O:14])[C:12]2[C:8]([C:9]=1[C:16]1[CH:17]=[CH:18][C:19]([C:22]([F:25])([F:24])[F:23])=[CH:20][CH:21]=1)=[CH:7][CH:6]=[C:5]([OH:4])[CH:13]=2. Procedure: The procedure of Step 5 of Example 1 was repeated except for using 2-bromo-3-(4-(trifluoromethyl)phenyl)-1-oxo-1H-inden-6-yl acetate obtained in Step 4 as a starting material instead of 2-bromo-1-oxo-3-phenyl-1H-inden-6-yl acetate and being stirred for 7 h to obtain the title compound (67%). Reaction SMILES: [Cl:1][C:2]1[C:11]2[N:10]=[C:9]([CH:12]([CH3:14])[CH3:13])[C:8]([CH2:15][C:16]3[CH:21]=[CH:20][C:19]([N:22]4[CH:26]=[CH:25][CH:24]=[N:23]4)=[CH:18][CH:17]=3)=[C:7]([CH3:27])[C:6]=2[C:5]([OH:28])=[CH:4][CH:3]=1.C(=O)([O-])[O-].[K+].[K+].[CH3:35][O:36][C:37](=[O:40])[CH2:38]Br>CC(C)=O>[CH3:35][O:36][C:37](=[O:40])[CH2:38][O:28][C:5]1[CH:4]=[CH:3][C:2]([Cl:1])=[C:11]2[C:6]=1[C:7]([CH3:27])=[C:8]([CH2:15][C:16]1[CH:21]=[CH:20][C:19]([N:22]3[CH:26]=[CH:25][CH:24]=[N:23]3)=[CH:18][CH:17]=1)[C:9]([CH:12]([CH3:13])[CH3:14])=[N:10]2 |f:1.2.3|. The product is COC(COC1=C2C(=C(C(=NC2=C(C=C1)Cl)C(C)C)CC1=CC=C(C=C1)N1N=CC=C1)C)=O ([8-chloro-2-isopropyl-4-methyl-3-(4-pyrazol-1-ylbenzyl)quinolin-5-yloxy]acetic acid methyl ester). Reactants: ClC1=CC=C(C=2C(=C(C(=NC12)C(C)C)CC1=CC=C(C=C1)N1N=CC=C1)C)O (8-chloro-2-isopropyl-4-methyl-3-(4-pyrazol-1-ylbenzyl)quinolin-5-ol), C([O-])([O-])=O.[K+].[K+] (potassium carbonate), COC(CBr)=O (bromoacetic acid methyl ester). Run in CC(=O)C (acetone). Procedure details: A mixture of 8-chloro-2-isopropyl-4-methyl-3-(4-pyrazol-1-ylbenzyl)quinolin-5-ol (0.10 g), acetone (3.0 mL), potassium carbonate (0.035 g) and bromoacetic acid methyl ester (0.025 mL) was stirred at room temperature for 20 hours. The mixture was concentrated under reduced pressure and the residue partitioned between ethyl acetate and water. The organic phase was dried over magnesium sulfate and concentrated under reduced pressure. Purification of the residue by column chromatography on silica ge... Reaction conditions: time 20 hour. The reactants are BrB(Br)Br, CO, ClCCl, COc1ccc2cc(F)cnc2c1. Product: Oc1ccc2cc(F)cnc2c1. Reaction SMILES: [B:14]([Br:15])([Br:16])[Br:17].[CH3:18][OH:19].[Cl:20][CH2:21][Cl:22].[F:1][c:2]1[cH:3][n:4][c:5]2[cH:6][c:7]([O:12][CH3:13])[cH:8][cH:9][c:10]2[cH:11]1>>[F:1][c:2]1[cH:3][n:4][c:5]2[cH:6][c:7]([OH:12])[cH:8][cH:9][c:10]2[cH:11]1. The reactants are FC(C(O)(C=1C=CC2=C(CCCCN2)C1)C(F)(F)F)(F)F (α,α-bis(trifluoromethyl)-2,3,4,5-tetrahydro-1H-1-benzazepine-7-methanol), FC(C(O)(C=1C=CC2=C(CCCCN2C(CC(C)=O)=O)C1)C(F)(F)F)(F)F (α,α-bis(trifluoromethyl)-1-(1,3-dioxobutyl)-2,3,4,5-tetrahydro-1H-1-benzazepine-7-methanol). The solvent is S(O)(O)(=O)=O (sulfuric acid). Yields the product FC(C(C(F)(F)F)(O)C=1C=C2C(=CC(N3C2=C(C1)CCCC3)=O)C)(F)F (5,6,7,8-tetrahydro-10-[2,2,2-trifluoro-1-hydroxy-1-(trifluoromethyl)ethyl]-1-methyl-3H-azepino[3,2,1-ij]quinolin-3-one). RXN SMILES: FC(F)(F)C(C(F)(F)F)(C1C=CC2NCCCCC=2C=1)O.[F:22][C:23]([F:48])([F:47])[C:24]([C:43]([F:46])([F:45])[F:44])([C:26]1[CH:27]=[CH:28][C:29]2[N:35]([C:36](=[O:41])[CH2:37][C:38](=O)[CH3:39])[CH2:34][CH2:33][CH2:32][CH2:31][C:30]=2[CH:42]=1)[OH:25]>S(=O)(=O)(O)O>[F:46][C:43]([F:44])([F:45])[C:24]([C:26]1[CH:27]=[C:28]2[C:29]3=[C:30]([CH2:31][CH2:32][CH2:33][CH2:34][N:35]3[C:36](=[O:41])[CH:37]=[C:38]2[CH3:39])[CH:42]=1)([OH:25])[C:23]([F:48])([F:47])[F:22]. Procedure: By the method shown in Example 14, α,α-bis(trifluoromethyl)-2,3,4,5-tetrahydro-1H-1-benzazepine-7-methanol is converted to α,α-bis(trifluoromethyl)-1-(1,3-dioxobutyl)-2,3,4,5-tetrahydro-1H-1-benzazepine-7-methanol, m.p. 169°-171°, which is cyclized by heating in sulfuric acid (in this instance at 120° for 24 hours) to give 5,6,7,8-tetrahydro-10-[2,2,2-trifluoro-1-hydroxy-1-(trifluoromethyl)ethyl]-1-methyl-3H-azepino[3,2,1-ij]quinolin-3-one, m.p. 197°-198°. Reaction conditions: temperature 80 celsius. Yields the product CC=1C=C2C3=C(NC2=CC1)CC1CCCC3N1 (2-methyl-6,7,8,9,10,11-hexahydro-5H-7,11-epiminocycloocta[b]indole). As a reaction SMILES: Cl.[C:2]1([CH3:10])[CH:7]=[CH:6][C:5]([NH:8]N)=[CH:4][CH:3]=1.Cl.[CH:12]12[NH:20][CH:16]([CH2:17][CH2:18][CH2:19]1)[CH2:15][C:14](=O)[CH2:13]2.S(=O)(=O)(O)O>O1CCOCC1>[CH3:10][C:2]1[CH:7]=[C:6]2[C:5](=[CH:4][CH:3]=1)[NH:8][C:14]1[CH2:13][CH:12]3[NH:20][CH:16]([C:15]2=1)[CH2:17][CH2:18][CH2:19]3 |f:0.1,2.3|. Procedure: In a 100 mL round-bottom flask were combined p-tolylhydrazine hydrochloride (1.80 g, 11.4 mmol; Alfa Aesar), 9-azabicyclo[3.3.1]nonan-3-one hydrochloride (2.0 g, 11.4 mmol; Accela ChemBio), and concentrated sulfuric acid (5 mL) in dioxane (50 mL). The reaction mixture was heated to 80° C. for 2.5 hours, then cooled to room temperature. The solvent was decanted, and the residue was dissolved in water (20 mL) and basified with solid potassium carbonate to pH ˜12. This solution was extracted with d... Reactants: Cl.C1(=CC=C(C=C1)NN)C (p-tolylhydrazine hydrochloride), Cl.C12CC(CC(CCC1)N2)=O (9-azabicyclo[3.3.1]nonan-3-one hydrochloride), S(O)(O)(=O)=O (sulfuric acid). The solvent is O1CCOCC1 (dioxane). Starting materials: NC1=C(C(=O)OC)C=CC(=C1)C(=O)OC (dimethyl 2-aminoterephthalate), N,N′-carbonyldiimidazole, CN1CCOCC1 (N-methylmorpholine), C(C)#N (acetonitrile), ClC1=C(CN)C=CC(=C1)Cl (2,4-dichlorobenzylamine). Solvent: O1CCCC1 (tetrahydrofuran). Reaction conditions: time 21 hour. Product: ClC1=C(CN2C(NC3=CC(=CC=C3C2=O)C(=O)OC)=O)C=CC(=C1)Cl (3-(2,4-Dichlorobenzyl)-7-(methoxycarbonyl)-2,4(1H,3H)-quinazolinedione). Reaction SMILES: [NH2:1][C:2]1[CH:11]=[C:10]([C:12]([O:14][CH3:15])=[O:13])[CH:9]=[CH:8][C:3]=1[C:4]([O:6]C)=O.CN1CC[O:20][CH2:19]C1.C(#N)C.[Cl:26][C:27]1[CH:34]=[C:33]([Cl:35])[CH:32]=[CH:31][C:28]=1[CH2:29][NH2:30]>O1CCCC1>[Cl:26][C:27]1[CH:34]=[C:33]([Cl:35])[CH:32]=[CH:31][C:28]=1[CH2:29][N:30]1[C:4](=[O:6])[C:3]2[C:2](=[CH:11][C:10]([C:12]([O:14][CH3:15])=[O:13])=[CH:9][CH:8]=2)[NH:1][C:19]1=[O:20]. Reported procedure: A mixture of dimethyl 2-aminoterephthalate (4.18 g), N,N′-carbonyldiimidazole (3.89 g) and N-methylmorpholine (4.0 ml) in tetrahydrofuran (30 ml) was stirred at room temperature for 21 hr. After concentration of the reaction mixture, acetonitrile (70 ml) and 2,4-dichlorobenzylamine (5.47 g) were added and the mixture was stirred at reflux temperature for 2 hr. The precipitated solid was washed with water (50 ml) and acetonitrile (50 ml) and dried to give the objective compound (4.64 g).